This data is from the Open Reaction Database (ORD), a public repository of structured organic reaction records. The task is: describe an organic reaction: reactants, conditions, products, and yield Reactants: BrBr (Bromine), C(C1=CC=CC=C1)OC(N[C@@H]1CC[C@H](CC1)C(C)=O)=O ((trans-4-acetyl-cyclohexyl)-carbamic acid benzyl ester). Run in CO (methanol), petroleum ether. Run at temperature 10 celsius, time 4 hour. The product is C(C1=CC=CC=C1)OC(N[C@@H]1CC[C@H](CC1)C(CBr)=O)=O ([trans-4-(2-bromo-acetyl)-cyclohexyl]-carbamic acid benzyl ester). The yield is 83.2%. As a reaction SMILES: [Br:1]Br.[CH2:3]([O:10][C:11](=[O:22])[NH:12][C@H:13]1[CH2:18][CH2:17][C@H:16]([C:19](=[O:21])[CH3:20])[CH2:15][CH2:14]1)[C:4]1[CH:9]=[CH:8][CH:7]=[CH:6][CH:5]=1>CO>[CH2:3]([O:10][C:11](=[O:22])[NH:12][C@H:13]1[CH2:18][CH2:17][C@H:16]([C:19](=[O:21])[CH2:20][Br:1])[CH2:15][CH2:14]1)[C:4]1[CH:5]=[CH:6][CH:7]=[CH:8][CH:9]=1. Procedure details: Bromine (160 μL, 3.12 mmol, 1.0 eq) is added at 10° C. to a stirred solution of (trans-4-acetyl-cyclohexyl)-carbamic acid benzyl ester (850 mg, 3.12 mmol, 1.0 eq) in methanol (30 mL). After 4 hours stirring at 10° C., the reaction mixture is diluted with petroleum ether (15 mL) and the resulting precipitate is collected by filtration to afford [trans-4-(2-bromo-acetyl)-cyclohexyl]-carbamic acid benzyl ester as a white solid (920 mg, 83% yield).